Dataset: the Open Reaction Database (ORD), a public repository of structured organic reaction records. Task: describe an organic reaction: reactants, conditions, products, and yield The reactants are Cc1ccnc(C)c1CCl, O=C(OO)c1cccc(Cl)c1, ClC(Cl)Cl. Yields the product Cc1cc[n+]([O-])c(C)c1CCl. As a reaction SMILES: [CH3:1][c:2]1[n:3][cH:4][cH:5][c:6]([CH3:10])[c:7]1[CH2:8][Cl:9].[Cl:11][c:12]1[cH:13][cH:14][cH:15][c:16]([C:17]([O:18][OH:20])=[O:19])[cH:21]1.[Cl:22][CH:23]([Cl:24])[Cl:25]>>[CH3:1][c:2]1[n+:3]([O-:19])[cH:4][cH:5][c:6]([CH3:10])[c:7]1[CH2:8][Cl:9]. The reactants are C(#N)C1=CC=C(C=C1)CCO (2-(4-Cyanophenyl)ethanol), C1(=CC=C(C=C1)S(=O)(=O)Cl)C (4-toluenesulfonyl chloride), C(#N)C1=CC=C(C=C1)CCO (2-(4-cyanophenyl)ethanol). The solvent is N1=CC=CC=C1 (pyridine). The product is C(#N)C1=CC=C(C=C1)CCOS(=O)(=O)C1=CC=C(C=C1)C (4-Toluenesulfonic acid-2-(4-cyanophenyl)ethyl ester). Yield: 67.0%. RXN SMILES: [C:1]([C:3]1[CH:8]=[CH:7][C:6]([CH2:9][CH2:10][OH:11])=[CH:5][CH:4]=1)#[N:2].[C:12]1([CH3:22])[CH:17]=[CH:16][C:15]([S:18](Cl)(=[O:20])=[O:19])=[CH:14][CH:13]=1>N1C=CC=CC=1>[C:1]([C:3]1[CH:8]=[CH:7][C:6]([CH2:9][CH2:10][O:11][S:18]([C:15]2[CH:16]=[CH:17][C:12]([CH3:22])=[CH:13][CH:14]=2)(=[O:20])=[O:19])=[CH:5][CH:4]=1)#[N:2]. Procedure: 2-(4-Cyanophenyl)ethanol (1.46 g; 9.9 mmol) and 4-toluenesulfonyl chloride (1.9 g; 10 mmol) were stirred in pyridine (20 mL) at 5° C. for 3 hours. Work-up was performed by removing the solvent, addition of 2M aqueous HCl and extraction with EtOAc. The organic phase was washed with aqueous citric acid, then passed through a short plug of silica gel with Et2O. Removal of the solvent in vacuo afforded a colourless oil, containing ca. 30% of unreacted 2-(4-cyanophenyl)ethanol according to 1H NMR. Th...